From a dataset of the Open Reaction Database (ORD), a public repository of structured organic reaction records. describe an organic reaction: reactants, conditions, products, and yield The reactants are ClS(=O)(=O)C1=CC=2C3=C(C(NC2C=C1)=O)NC=C3C(=O)O (8-chlorosulfonyl-4-oxo-4,5-dihydro-3H-pyrrolo[2,3-c]quinoline-1-carboxylic acid), COC=1C=C(N)C=CC1 (3-methoxyaniline). Product: COC=1C=C(C=CC1)NS(=O)(=O)C1=CC=2C3=C(C(NC2C=C1)=O)NC=C3.C(C)C(=O)[O-] (8-(3-methoxy-phenylsulfamoyl)-4-oxo-4,5-dihydro-3H-pyrrolo[2,3-c]quinoline 1-ethyl carboxylate). The yield is 28.5%. RXN SMILES: Cl[S:2]([C:5]1[CH:14]=[CH:13][C:12]2[NH:11][C:10](=[O:15])[C:9]3[NH:16][CH:17]=[C:18]([C:19]([OH:21])=[O:20])[C:8]=3[C:7]=2[CH:6]=1)(=[O:4])=[O:3].[CH3:22][O:23][C:24]1[CH:25]=[C:26]([CH:28]=[CH:29][CH:30]=1)[NH2:27]>>[CH3:22][O:23][C:24]1[CH:25]=[C:26]([NH:27][S:2]([C:5]2[CH:14]=[CH:13][C:12]3[NH:11][C:10](=[O:15])[C:9]4[NH:16][CH:17]=[CH:18][C:8]=4[C:7]=3[CH:6]=2)(=[O:3])=[O:4])[CH:28]=[CH:29][CH:30]=1.[CH2:18]([C:19]([O-:21])=[O:20])[CH3:17] |f:2.3|. Procedure: This compound is prepared according to synthesis 25, from 150 mg (0.46 mmol) of 8-chlorosulfonyl-4-oxo-4,5-dihydro-3H-pyrrolo[2,3-c]quinoline-1-carboxylic acid (synthesis 2) and 62 μL (0.55 mmol) of 3-methoxyaniline. After purification by chromatography on silica (eluent dichloromethane/methanol 95/5) then trituration in diethyl ether, 29 mg (14%) of 8-(3-methoxy-phenylsulfamoyl)-4-oxo-4,5-dihydro-3H-pyrrolo[2,3-c]quinoline-1-ethyl carboxylate is obtained in the form of a white solid. The reactants are CC(C)C[Al+]CC(C)C, [H-], C1CCOC1, COC(=O)c1ccc(CN(CCc2ccccc2)c2nc(-c3ccccc3)cs2)cc1, Cc1ccccc1. The product is OCc1ccc(CN(CCc2ccccc2)c2nc(-c3ccccc3)cs2)cc1. As a reaction SMILES: [CH2:40]([Al+:41][CH2:42][CH:43]([CH3:44])[CH3:45])[CH:46]([CH3:47])[CH3:48].[H-:39].[O:49]1[CH2:50][CH2:51][CH2:52][CH2:53]1.[c:1]1([CH2:7][CH2:8][N:9]([c:10]2[s:11][cH:12][c:13](-[c:15]3[cH:16][cH:17][cH:18][cH:19][cH:20]3)[n:14]2)[CH2:21][c:22]2[cH:23][cH:24][c:25]([C:26](=[O:27])[O:28][CH3:29])[cH:30][cH:31]2)[cH:2][cH:3][cH:4][cH:5][cH:6]1.[c:32]1([CH3:33])[cH:34][cH:35][cH:36][cH:37][cH:38]1>>[c:1]1([CH2:7][CH2:8][N:9]([c:10]2[s:11][cH:12][c:13](-[c:15]3[cH:16][cH:17][cH:18][cH:19][cH:20]3)[n:14]2)[CH2:21][c:22]2[cH:23][cH:24][c:25]([CH2:26][OH:27])[cH:30][cH:31]2)[cH:2][cH:3][cH:4][cH:5][cH:6]1. The reactants are ClC1=C(C(=C(C(=O)C2=CC=CC=C2)C=C1)[N+](=O)[O-])[N+](=O)[O-] (chlorodinitrobenzophenone), N (ammonia), [H][H] (Hydrogen), [H][H] (hydrogen), ClC1=C(C(=C(C(=O)C2=CC=CC=C2)C=C1)[N+](=O)[O-])[N+](=O)[O-] (chlorodinitrobenzophenone), [H][H] (hydrogen), [H][H] (hydrogen). The reagents and catalysts are [Pd] (Pd/C). Solvent: C(C)O (ethanol). Reaction conditions: temperature 45 celsius. Yields the product NC=1C=C(C(=O)C2=CC(=CC=C2)N)C=CC1 (3,3'-diaminobenzophenone). The yield is 72.2%. Reaction SMILES: Cl[C:2]1[CH:15]=[CH:14][C:5]([C:6]([C:8]2[CH:13]=[CH:12][CH:11]=[CH:10][CH:9]=2)=[O:7])=[C:4]([N+]([O-])=O)[C:3]=1[N+:19]([O-])=O.[H][H].[NH3:24]>[Pd].C(O)C>[NH2:19][C:3]1[CH:4]=[C:5]([CH:14]=[CH:15][CH:2]=1)[C:6]([C:8]1[CH:13]=[CH:12][CH:11]=[C:10]([NH2:24])[CH:9]=1)=[O:7]. Procedure details: 30.7 g (0.1 mol) of this crude chlorodinitrobenzophenone, 0.31 g of 5% Pd/C (a product of Nippon Engelhardt K.K.) and 200 ml of ethanol were charged in a closed glass vessel equipped with a thermometer and a stirrer. While vigorously stirring the mixture at 45±2° C., hydrogen was introduced thereinto and 11.76 l(0.525 mol) of hydrogen was absorbed in 7 hours. The reaction mixture was cooled to 30±2° C. and 11 g of 28% aqueous ammonia was added thereto. Hydrogen was introduced at the same tempera...